The task is: describe an organic reaction: reactants, conditions, products, and yield. This data is from the Open Reaction Database (ORD), a public repository of structured organic reaction records. Reported procedure: A mixture of ethyl 4-chloro-2-(methylthio)pyrimidine-5-carboxylate (3 g, 12.89 mmol), 2-methylpropan-2-amine (1.565 mL, 14.83 mmol) and DIEA (2.93 mL, 16.76 mmol) in ethanol (20 mL) was heated at 60° C. overnight. After cooling to room temperature, the solvent was concentrated under reduced pressure and water was added. The aqueous phase was extracted three times with ethyl acetate and the combined organic phases were dried over anhydrous magnesium sulfate, filtered and evaporated to give ethyl ... Run at temperature 60 celsius. Yields the product C(C)(C)(C)NC1=NC(=NC=C1C(=O)OCC)SC (ethyl 4-(tert-butylamino)-2-(methylthio)pyrimidine-5-carboxylate). Isolated yield 92.0%. Solvent: C(C)O (ethanol). Reaction SMILES: Cl[C:2]1[C:7]([C:8]([O:10][CH2:11][CH3:12])=[O:9])=[CH:6][N:5]=[C:4]([S:13][CH3:14])[N:3]=1.[CH3:15][C:16]([NH2:19])([CH3:18])[CH3:17].CCN(C(C)C)C(C)C>C(O)C>[C:16]([NH:19][C:2]1[C:7]([C:8]([O:10][CH2:11][CH3:12])=[O:9])=[CH:6][N:5]=[C:4]([S:13][CH3:14])[N:3]=1)([CH3:18])([CH3:17])[CH3:15]. The reactants are ClC1=NC(=NC=C1C(=O)OCC)SC (ethyl 4-chloro-2-(methylthio)pyrimidine-5-carboxylate), CC(C)(C)N (2-methylpropan-2-amine), CCN(C(C)C)C(C)C (DIEA). Starting materials: O (water), [OH-].[Na+] (Sodium hydroxide), C(C)(=O)NC=1SC(=C(N1)C)C=1N=C(SC1)C(=O)NC1=CC2=C(OC(OC2=O)(C)C)C=C1 (2′-(acetylamino)-N-(2,2-dimethyl-4-oxo-4H-1,3-benzodioxin-6-yl)-4′-methyl-4,5′-bi-1,3-thiazole-2-carboxamide), Cl (Hydrogen chloride). Run in C1CCOC1 (THF). Reaction conditions: time 50 minute. Product: C(C)(=O)NC=1SC(=C(N1)C)C=1N=C(SC1)C(=O)NC=1C=CC(=C(C(=O)O)C1)O (5-({[2′-(acetylamino)-4′-methyl-4,5′-bi-1,3-thiazol-2-yl]carbonyl}amino)-2-hydroxybenzoic acid). RXN SMILES: [OH-].[Na+].[C:3]([NH:6][C:7]1[S:8][C:9]([C:13]2[N:14]=[C:15]([C:18]([NH:20][C:21]3[CH:33]=[CH:32][C:24]4[O:25]C(C)(C)[O:27][C:28](=[O:29])[C:23]=4[CH:22]=3)=[O:19])[S:16][CH:17]=2)=[C:10]([CH3:12])[N:11]=1)(=[O:5])[CH3:4].Cl.O>C1COCC1>[C:3]([NH:6][C:7]1[S:8][C:9]([C:13]2[N:14]=[C:15]([C:18]([NH:20][C:21]3[CH:33]=[CH:32][C:24]([OH:25])=[C:23]([CH:22]=3)[C:28]([OH:29])=[O:27])=[O:19])[S:16][CH:17]=2)=[C:10]([CH3:12])[N:11]=1)(=[O:5])[CH3:4] |f:0.1|. Reported procedure: Sodium hydroxide 5N solution (109 μl; 5 M; 0.55 mmol; 12.50 eq.) is added to a solution of 2′-(acetylamino)-N-(2,2-dimethyl-4-oxo-4H-1,3-benzodioxin-6-yl)-4′-methyl-4,5′-bi-1,3-thiazole-2-carboxamide, obtained in Step I as described above (20 mg; 0.04 mmol; 1 eq.) in THF (1 ml) at rt. After 50 min, the deprotection is complete. Hydrogen chloride (109 μl; 5 M; 0.55 mmol; 12.50 eq.) is added, followed by water (2 ml). The resulting precipitate is isolated by filtration, washed with water and dried...